describe an organic reaction: reactants, conditions, products, and yield From a dataset of the Open Reaction Database (ORD), a public repository of structured organic reaction records. Starting materials: N#Cc1ccc(N(CC(=O)O)CC2CC2)cc1C(F)(F)F, CC(N)c1ccccc1. The product is CC(NC(=O)CN(CC1CC1)c1ccc(C#N)c(C(F)(F)F)c1)c1ccccc1. As a reaction SMILES: [C:1](#[N:2])[c:3]1[c:4]([C:18]([F:19])([F:20])[F:21])[cH:5][c:6]([N:9]([CH2:10][C:11](=[O:12])[OH:13])[CH2:14][CH:15]2[CH2:16][CH2:17]2)[cH:7][cH:8]1.[CH3:22][CH:23]([NH2:24])[c:25]1[cH:26][cH:27][cH:28][cH:29][cH:30]1>>[C:1](#[N:2])[c:3]1[c:4]([C:18]([F:19])([F:20])[F:21])[cH:5][c:6]([N:9]([CH2:10][C:11](=[O:13])[NH:24][CH:23]([CH3:22])[c:25]2[cH:26][cH:27][cH:28][cH:29][cH:30]2)[CH2:14][CH:15]2[CH2:16][CH2:17]2)[cH:7][cH:8]1. As a reaction SMILES: [CH3:1][C:2]1[N:6]([C:7]2[CH:12]=[CH:11][CH:10]=[CH:9][CH:8]=2)[C:5]([NH:13]C(=O)OCC2C=CC=CC=2)=[CH:4][N:3]=1>[Pd].CO>[CH3:1][C:2]1[N:6]([C:7]2[CH:8]=[CH:9][CH:10]=[CH:11][CH:12]=2)[C:5]([NH2:13])=[CH:4][N:3]=1. Reagents/catalysts: [Pd] (Pd). Reported procedure: To a mixture of benzyl N-(2-methyl-3-phenyl-imidazol-4-yl)carbamate (510 mg, 1.659 mmol) and Pd on C, wet, Degussa (176.6 mg, 0.1659 mmol) was added methanol (10 mL). The reaction was hydrogenated (balloon pressure) for 2 h before the catalyst was filtered off and the filtrate concentrated in vacuo yielding 2-methyl-1-phenyl-1H-imidazol-5-amine as a yellow oil that is immediately used in next step without further purification. MS (ES+) 174.4. Reactants: CC1=NC=C(N1C1=CC=CC=C1)NC(OCC1=CC=CC=C1)=O (benzyl N-(2-methyl-3-phenyl-imidazol-4-yl)carbamate). Run in CO (methanol). Product: CC=1N(C(=CN1)N)C1=CC=CC=C1 (2-methyl-1-phenyl-1H-imidazol-5-amine). The reactants are O=Cc1ccc(Br)cc1, CCCC[Sn](CCCC)(CCCC)c1ccc(-c2ccc(N(c3ccccc3)c3ccccc3)cc2)n1C. The product is Cn1c(-c2ccc(C=O)cc2)ccc1-c1ccc(N(c2ccccc2)c2ccccc2)cc1. RXN SMILES: [Br:39][c:40]1[cH:41][cH:42][c:43]([CH:44]=[O:45])[cH:46][cH:47]1.[CH3:1][n:2]1[c:3](-[c:20]2[cH:21][cH:22][c:23]([N:24]([c:25]3[cH:26][cH:27][cH:28][cH:29][cH:30]3)[c:31]3[cH:32][cH:33][cH:34][cH:35][cH:36]3)[cH:37][cH:38]2)[cH:4][cH:5][c:6]1[Sn:7]([CH2:8][CH2:9][CH2:10][CH3:11])([CH2:12][CH2:13][CH2:14][CH3:15])[CH2:16][CH2:17][CH2:18][CH3:19]>>[CH3:1][n:2]1[c:3](-[c:20]2[cH:21][cH:22][c:23]([N:24]([c:25]3[cH:26][cH:27][cH:28][cH:29][cH:30]3)[c:31]3[cH:32][cH:33][cH:34][cH:35][cH:36]3)[cH:37][cH:38]2)[cH:4][cH:5][c:6]1-[c:40]1[cH:41][cH:42][c:43]([CH:44]=[O:45])[cH:46][cH:47]1. Reaction SMILES: [CH3:12][CH2:13][O:14][CH2:15][CH3:16].[CH3:17][Si:18]([CH:19]=[N+:20]=[N-:21])([CH3:22])[CH3:23].[CH3:24][OH:25].[CH:1]12[CH2:2][CH2:3][CH:4]([CH2:5][CH2:6]1)[CH:7]2[CH2:8][C:9](=[O:10])[OH:11]>>[CH:1]12[CH2:2][CH2:3][CH:4]([CH2:5][CH2:6]1)[CH:7]2[CH2:8][C:9]([O:10][CH3:12])=[O:11]. Starting materials: CCOCC, C[Si](C)(C)C=[N+]=[N-], CO, O=C(O)CC1C2CCC1CC2. Product: COC(=O)CC1C2CCC1CC2.